Dataset: the Open Reaction Database (ORD), a public repository of structured organic reaction records. Task: describe an organic reaction: reactants, conditions, products, and yield Reactants: Nc1ccc(Br)cc1, CN(C)c1ccncc1, CCN(C(C)C)C(C)C, O=C(Cl)c1cc(C(F)(F)F)nn1-c1ccccc1Cl, ClCCl. Yields the product O=C(Nc1ccc(Br)cc1)c1cc(C(F)(F)F)nn1-c1ccccc1Cl. As a reaction SMILES: [Br:20][c:21]1[cH:22][cH:23][c:24]([NH2:25])[cH:26][cH:27]1.[CH3:40][N:41]([CH3:42])[c:43]1[cH:44][cH:45][n:46][cH:47][cH:48]1.[CH:28]([N:29]([CH2:30][CH3:31])[CH:32]([CH3:33])[CH3:34])([CH3:35])[CH3:36].[Cl:1][c:2]1[c:3](-[n:8]2[n:9][c:10]([C:16]([F:17])([F:18])[F:19])[cH:11][c:12]2[C:13](=[O:14])[Cl:15])[cH:4][cH:5][cH:6][cH:7]1.[Cl:37][CH2:38][Cl:39]>>[Cl:1][c:2]1[c:3](-[n:8]2[n:9][c:10]([C:16]([F:17])([F:18])[F:19])[cH:11][c:12]2[C:13](=[O:14])[NH:25][c:24]2[cH:23][cH:22][c:21]([Br:20])[cH:27][cH:26]2)[cH:4][cH:5][cH:6][cH:7]1. Starting materials: Steroid, [Cl-].[NH4+] (ammonium chloride), IC1=CC=C(C=C1)I (1,4-diiodobenzene), C(CCC)[Li] (butyllithium), C(C1=CC=CC=C1)OC1=CC=C(C=C1)C(C(CC)C1=CC=CC=C1)=O (1-(4-benzyloxy-phenyl)-2-phenyl-butan-1-one). Run in C(C)OCC (diethyl ether), O1CCCC1 (tetrahydrofuran), O1CCCC1 (tetrahydrofuran). Yields the product C(C1=CC=CC=C1)OC1=CC=C(C=C1)C(C(CC)C1=CC=CC=C1)(O)C1=CC=C(C=C1)I (1-(4-benzyloxy-phenyl)-1-(4-iodophenyl)-2-phenyl-butan-1-ol). Yield: 108.2%. RXN SMILES: I[C:2]1[CH:7]=[CH:6][C:5]([I:8])=[CH:4][CH:3]=1.C([Li])CCC.[CH2:14]([O:21][C:22]1[CH:27]=[CH:26][C:25]([C:28](=[O:38])[CH:29]([C:32]2[CH:37]=[CH:36][CH:35]=[CH:34][CH:33]=2)[CH2:30][CH3:31])=[CH:24][CH:23]=1)[C:15]1[CH:20]=[CH:19][CH:18]=[CH:17][CH:16]=1.[Cl-].[NH4+]>O1CCCC1.C(OCC)C>[CH2:14]([O:21][C:22]1[CH:27]=[CH:26][C:25]([C:28]([C:2]2[CH:7]=[CH:6][C:5]([I:8])=[CH:4][CH:3]=2)([OH:38])[CH:29]([C:32]2[CH:37]=[CH:36][CH:35]=[CH:34][CH:33]=2)[CH2:30][CH3:31])=[CH:24][CH:23]=1)[C:15]1[CH:16]=[CH:17][CH:18]=[CH:19][CH:20]=1 |f:3.4|. Reported procedure: A solution of 23.4 g of 1,4-diiodobenzene in 124 ml of tetrahydrofuran is mixed drop by drop at -70° C. under nitrogen with 45 ml of a 1.6 molar butyllithium solution, and it is stirred for 5 more minutes. Then, a solution of 18 g of 1-(4-benzyloxy-phenyl)-2-phenyl-butan-1-one [D. W. Robertson; J. A. Katzenellenbogen; D. J. Ellen; A. Rorke; B. S. Katzenellenbogen, J. Steroid Biochem., 1982, 16, 1-13] in 180 ml of tetrahydrofuran is added in drops, allowed to come to room temperature by completin...